The task is: describe an organic reaction: reactants, conditions, products, and yield. This data is from the Open Reaction Database (ORD), a public repository of structured organic reaction records. Starting materials: BrC1=CN=C2N1N=C(C=C2)F (3-bromo-6-fluoroimidazo[1,2-b]pyridazine), CN(CCCN)C1=CC=CC=C1 (N1-methyl-N1-phenylpropane-1,3-diamine), CN(C)C=O (DMF). Solvent: CCOC(=O)C (EtOAc), O (water). Conditions: time 8 hour. The product is BrC1=CN=C2N1N=C(C=C2)NCCCN(C2=CC=CC=C2)C (N1-(3-bromoimidazo[1,2-b]pyridazin-6-yl)-N3-methyl-N3-phenylpropane-1,3-diamine). The yield is 60.2%. As a reaction SMILES: [Br:1][C:2]1[N:6]2[N:7]=[C:8](F)[CH:9]=[CH:10][C:5]2=[N:4][CH:3]=1.[CH3:12][N:13]([C:18]1[CH:23]=[CH:22][CH:21]=[CH:20][CH:19]=1)[CH2:14][CH2:15][CH2:16][NH2:17].CN(C=O)C>CCOC(C)=O.O>[Br:1][C:2]1[N:6]2[N:7]=[C:8]([NH:17][CH2:16][CH2:15][CH2:14][N:13]([CH3:12])[C:18]3[CH:23]=[CH:22][CH:21]=[CH:20][CH:19]=3)[CH:9]=[CH:10][C:5]2=[N:4][CH:3]=1. Procedure: To 300 mg (1.389 mmol) of the 3-bromo-6-fluoroimidazo[1,2-b]pyridazine, was added N1-methyl-N1-phenylpropane-1,3-diamine (456 mg, 2.778 mmol) Cs2CO3 (903 mg, 2.778 mmol) and 10 mL DMF. This mixture is stirred overnight at rt. It was diluted with 30 mL EtOAc, and 15 mL of water. The organic layer was washed with brine and dried over MgSO4. It was concentrated and purified using silica gel chromatography (ISCO) eluting with 0-10% MeOH/DCM to obtain 301 mg (60%) of product. Product: C=CCOC1CCC(CC(NC(=O)OC(C)(C)C)C(=O)O)CC1. Reactants: CC(C)(C)OC(=O)NC(CC1CCC(O)CC1)C(=O)O, C=CCBr, [H-], [Na+], CN(C)C=O. Reaction SMILES: [C:1]([CH3:2])([CH3:3])([CH3:4])[O:5][C:6](=[O:7])[NH:8][CH:9]([C:10](=[O:11])[OH:12])[CH2:13][CH:14]1[CH2:15][CH2:16][CH:17]([OH:20])[CH2:18][CH2:19]1.[CH2:23]([CH:24]=[CH2:25])[Br:26].[H-:21].[Na+:22].[O:27]=[CH:28][N:29]([CH3:30])[CH3:31]>>[C:1]([CH3:2])([CH3:3])([CH3:4])[O:5][C:6](=[O:7])[NH:8][CH:9]([C:10](=[O:11])[OH:12])[CH2:13][CH:14]1[CH2:15][CH2:16][CH:17]([O:20][CH2:25][CH:24]=[CH2:23])[CH2:18][CH2:19]1.